Dataset: the Open Reaction Database (ORD), a public repository of structured organic reaction records. Task: describe an organic reaction: reactants, conditions, products, and yield Starting materials: CCCCc1nc2cnc3ccccc3c2n1NCc1ccccc1, ClCCl, O=C(OO)c1cccc(Cl)c1. Reaction SMILES: [CH2:1]([c:2]1[cH:3][cH:4][cH:5][cH:6][cH:7]1)[NH:8][n:9]1[c:10]([CH2:22][CH2:23][CH2:24][CH3:25])[n:11][c:12]2[cH:13][n:14][c:15]3[cH:16][cH:17][cH:18][cH:19][c:20]3[c:21]12.[Cl:37][CH2:38][Cl:39].[OH:26][O:27][C:28]([c:29]1[cH:30][c:31]([Cl:32])[cH:33][cH:34][cH:35]1)=[O:36]>>[CH2:1]([c:2]1[cH:3][cH:4][cH:5][cH:6][cH:7]1)[NH:8][n:9]1[c:10]([CH2:22][CH2:23][CH2:24][CH3:25])[n:11][c:12]2[cH:13][n+:14]([O-:26])[c:15]3[cH:16][cH:17][cH:18][cH:19][c:20]3[c:21]12. Yields the product CCCCc1nc2c[n+]([O-])c3ccccc3c2n1NCc1ccccc1. Starting materials: [BH4-], Cc1cc(SC#N)c(C(C)(C)C)cc1NC(=O)OC(C)(C)C, CC(=O)O, Cc1ccccc1, CO, [H][H], [Na+], [Na+], C1CCOC1, O, O, [SH-]. Product: Cc1cc(S)c(C(C)(C)C)cc1NC(=O)OC(C)(C)C. As a reaction SMILES: [BH4-:26].[C:1]([CH3:2])([CH3:3])([CH3:4])[O:5][C:6]([NH:7][c:8]1[c:9]([CH3:21])[cH:10][c:11]([S:18][C:19]#[N:20])[c:12]([C:14]([CH3:15])([CH3:16])[CH3:17])[cH:13]1)=[O:22].[CH3:30][C:31](=[O:32])[OH:33].[CH3:34][c:35]1[cH:36][cH:37][cH:38][cH:39][cH:40]1.[CH3:42][OH:43].[H:28][H:29].[Na+:25].[Na+:27].[O:44]1[CH2:45][CH2:46][CH2:47][CH2:48]1.[OH2:23].[OH2:41].[SH-:24]>>[C:1]([CH3:2])([CH3:3])([CH3:4])[O:5][C:6]([NH:7][c:8]1[c:9]([CH3:21])[cH:10][c:11]([SH:18])[c:12]([C:14]([CH3:15])([CH3:16])[CH3:17])[cH:13]1)=[O:22]. The reactants are CCOC(=O)Cc1ccc(Br)cc1, O=C([O-])O, C1CCOC1, C[Si](C)(C)[N-][Si](C)(C)C, C=C(CCl)CCl, [Li+], [Na+]. Yields the product C=C(CCl)CC(C(=O)OCC)c1ccc(Br)cc1. RXN SMILES: [Br:1][c:2]1[cH:3][cH:4][c:5]([CH2:8][C:9](=[O:10])[O:11][CH2:12][CH3:13])[cH:6][cH:7]1.[C:30](=[O:31])([OH:32])[O-:33].[CH2:35]1[O:36][CH2:37][CH2:38][CH2:39]1.[CH3:15][Si:16]([N-:17][Si:18]([CH3:19])([CH3:20])[CH3:21])([CH3:22])[CH3:23].[Cl:24][CH2:25][C:26](=[CH2:27])[CH2:28][Cl:29].[Li+:14].[Na+:34]>>[Br:1][c:2]1[cH:3][cH:4][c:5]([CH:8]([C:9](=[O:10])[O:11][CH2:12][CH3:13])[CH2:28][C:26]([CH2:25][Cl:24])=[CH2:27])[cH:6][cH:7]1. The reactants are CC=1NC2=CC=CC=C2C1 (2-methyl indole), C[Mg+].[Br-] (MeMgBr), C(=O)(O)[O-].[Na+] (NaHCO3), BrCC(=O)OC (Methyl bromoacetate). The reagents and catalysts are [Cl-].[Cl-].[Zn+2] (ZnCl2). Run in C1CCOC1 (THF), C1CCOC1 (THF). Conditions: time 30 minute. Product: CC=1NC2=CC=CC=C2C1CC(=O)OC (2-Methyl-1H-indol-3-ylacetic acid, methyl ester). The yield is 43.1%. As a reaction SMILES: [CH3:1][C:2]1[NH:3][C:4]2[C:9]([CH:10]=1)=[CH:8][CH:7]=[CH:6][CH:5]=2.C[Mg+].[Br-].Br[CH2:15][C:16]([O:18][CH3:19])=[O:17].C([O-])(O)=O.[Na+]>C1COCC1.[Cl-].[Cl-].[Zn+2]>[CH3:1][C:2]1[NH:3][C:4]2[C:9]([C:10]=1[CH2:15][C:16]([O:18][CH3:19])=[O:17])=[CH:8][CH:7]=[CH:6][CH:5]=2 |f:1.2,4.5,7.8.9|. Procedure details: To 2-methyl indole (1.69 g; 12.9 mmol) in 10 mL of THF at 0° C. was added MeMgBr 1.4M (12.9 mmol). After 30 min at 0° C. ZnCl2 1M (12.9 mL; 12.9 mmol) in THF was added and the reaction stirred for an other 30 min at r.t. Methyl bromoacetate (1.4 mL; 14.7 mmol) was added dropwise and left stirring for 48 h. The mixture was poured into aqueous NaHCO3, extracted with EtOAc (3×25 mL) and the combined organic extracts were washed with brine. The solution was dried over Na2SO4 and the solvent removed.... Procedure details: Analogously to Example 7 a solution of 2.3 g sodium phenolate and 2.5 g N-3-chloropropyl-N-[5-(4-fluorophenyl)-3-pyridylmethyl]-amine [obtainable by reaction of 3-hydroxypropylamine with 3-chloromethyl-5-(4-fluorophenyl)-pyridine and subsequent transformation of the product to the 3-chloropropyl-compound by reaction with PCl3 ] in 200 ml of acetonitrile is stirred for 5 hours at room temperature and worked up in a conventional manner to give N-(3-phenoxy-propyl)-N-[5-(4-fluorophenyl)-3-pyridyl-m... Starting materials: C(C(=O)O)(=O)O (oxalic acid). Yields the product O.C(C(=O)O)(=O)O.C(C(=O)O)(=O)O (oxalate-hemihydrate). RXN SMILES: [C:1]([OH:6])(=[O:5])[C:2]([OH:4])=[O:3]>C(O)C.O>[OH2:3].[C:1]([OH:6])(=[O:5])[C:2]([OH:4])=[O:3].[C:1]([OH:6])(=[O:5])[C:2]([OH:4])=[O:3] |f:1.2,3.4.5|. Solvent: C(C)O.O (ethanol water). Starting materials: C(C)(=O)O[C@@H]1[C@H](O[C@H]([C@@H]1OC(C)=O)N1C2=NC(=NC(=C2N=C1)Cl)C#N)COC(C)=O ((2R,3R,4R,5R)-4-(acetyloxy)-2-[(acetyloxy)methyl]-5-(6-chloro-2-cyano-9H-purin-9-yl)tetrahydro-3-furanyl acetate), ClC=1C=C(C=CC1)C(CN)C1=CC(=CC=C1)Cl (2,2-bis(3-chlorophenyl)ethanamine). Product: C(C)(=O)O[C@@H]1[C@H](O[C@H]([C@@H]1OC(C)=O)N1C2=NC(=NC(=C2N=C1)NCC(C1=CC(=CC=C1)Cl)C1=CC(=CC=C1)Cl)C#N)COC(C)=O ((2R,3R,4R,5R)-4-(Acetyloxy)-2-[(acetyloxy)methyl]-5-(6-{[2,2-bis(3-chloropheny)ethyl]amino}-2-cyano-9H-purin-9-yl)tetrahydro-3-furanyl acetate). As a reaction SMILES: [C:1]([O:4][C@H:5]1[C@@H:9]([O:10][C:11](=[O:13])[CH3:12])[C@H:8]([N:14]2[CH:22]=[N:21][C:20]3[C:15]2=[N:16][C:17]([C:24]#[N:25])=[N:18][C:19]=3Cl)[O:7][C@@H:6]1[CH2:26][O:27][C:28](=[O:30])[CH3:29])(=[O:3])[CH3:2].[Cl:31][C:32]1[CH:33]=[C:34]([CH:38]([C:41]2[CH:46]=[CH:45][CH:44]=[C:43]([Cl:47])[CH:42]=2)[CH2:39][NH2:40])[CH:35]=[CH:36][CH:37]=1>>[C:1]([O:4][C@H:5]1[C@@H:9]([O:10][C:11](=[O:13])[CH3:12])[C@H:8]([N:14]2[CH:22]=[N:21][C:20]3[C:15]2=[N:16][C:17]([C:24]#[N:25])=[N:18][C:19]=3[NH:40][CH2:39][CH:38]([C:34]2[CH:35]=[CH:36][CH:37]=[C:32]([Cl:31])[CH:33]=2)[C:41]2[CH:46]=[CH:45][CH:44]=[C:43]([Cl:47])[CH:42]=2)[O:7][C@@H:6]1[CH2:26][O:27][C:28](=[O:30])[CH3:29])(=[O:3])[CH3:2]. Procedure details: The compound was prepared from (2R,3R,4R,5R)-4-(acetyloxy)-2-[(acetyloxy)methyl]-5-(6-chloro-2-cyano-9H-purin-9-yl)tetrahydro-3-furanyl acetate (Preparation 45) and 2,2-bis(3-chlorophenyl)ethanamine (J. Med. Chem., 1988, 31 (7), 1282) using a similar method to that of Preparation 64. The reactants are CCO, [Cl-], COC(=O)c1ccc(-c2noc(-c3ccc(N4CCCCC4C)c([N+](=O)[O-])c3)n2)cc1F, [Na+], O=C([O-])O, O, O. Yields the product COC(=O)c1ccc(-c2noc(-c3ccc(N4CCCCC4C)c(N)c3)n2)cc1F. As a reaction SMILES: [CH3:36][CH2:37][OH:38].[Cl-:3].[F:4][c:5]1[c:6]([C:7](=[O:8])[O:9][CH3:10])[cH:11][cH:12][c:13](-[c:15]2[n:16][o:17][c:18](-[c:20]3[cH:21][c:22]([N+:33]([O-:34])=[O:35])[c:23]([N:26]4[CH:27]([CH3:32])[CH2:28][CH2:29][CH2:30][CH2:31]4)[cH:24][cH:25]3)[n:19]2)[cH:14]1.[Na+:43].[O-:39][C:40]([OH:41])=[O:42].[OH2:1].[OH2:2]>>[F:4][c:5]1[c:6]([C:7](=[O:8])[O:9][CH3:10])[cH:11][cH:12][c:13](-[c:15]2[n:16][o:17][c:18](-[c:20]3[cH:21][c:22]([NH2:33])[c:23]([N:26]4[CH:27]([CH3:32])[CH2:28][CH2:29][CH2:30][CH2:31]4)[cH:24][cH:25]3)[n:19]2)[cH:14]1. Starting materials: C=1(C(=CC=CC1)S(=O)(=O)Cl)S(=O)(=O)Cl (1,2-benzenedisulphonyl chloride), N (ammonia). The solvent is C1(=CC=CC=C1)C (toluene), C(C)O (ethanol). Yields the product ammonium salt, S1(NS(C2=C1C=CC=C2)(=O)=O)(=O)=O (1,3,2-benzodithiazole 1,1,3,3-tetroxide). The yield is 91.0%. As a reaction SMILES: [NH3:1].[C:2]1([S:12](Cl)(=[O:14])=[O:13])[C:3]([S:8](Cl)(=[O:10])=[O:9])=[CH:4][CH:5]=[CH:6][CH:7]=1>C(O)C.C1(C)C=CC=CC=1>[S:12]1(=[O:14])(=[O:13])[C:2]2[CH:7]=[CH:6][CH:5]=[CH:4][C:3]=2[S:8](=[O:10])(=[O:9])[NH:1]1. Procedure details: A solution of 0.65 mol of ammonia in 1,050 ml of absolute ethanol is added dropwise, with stirring, to 0.13 mol of 1,2-benzenedisulphonyl chloride in 720 ml of absolute toluene at 25° C. The mixture is stirred a further hour, slight cloudiness is removed by filtration through a layer of kieselguhr, and the filtrate is evaporated to dryness. The ammonium salt of 1,3,2-benzodithiazole 1,1,3,3-tetroxide is obtained. Starting materials: CCc1ccc([N+](=O)[O-])cc1O, CCc1ccccc1N, CI, CC(C)=O, [K+], [K+], O=C([O-])[O-], O. Yields the product CCc1ccc([N+](=O)[O-])cc1OC. RXN SMILES: [CH2:10]([CH3:11])[c:12]1[c:13]([OH:21])[cH:14][c:15]([N+:18](=[O:19])[O-:20])[cH:16][cH:17]1.[CH2:1]([c:2]1[cH:3][cH:4][cH:5][cH:6][c:7]1[NH2:8])[CH3:9].[CH3:28][I:29].[CH3:30][C:31](=[O:32])[CH3:33].[K+:22].[K+:23].[O-:24][C:25]([O-:26])=[O:27].[OH2:34]>>[CH3:1][O:21][c:13]1[c:12]([CH2:10][CH3:11])[cH:17][cH:16][c:15]([N+:18](=[O:19])[O-:20])[cH:14]1. Starting materials: [BH4-].[Na+] (sodium borohydride), C1(CCCCC1)\C=C(/C(C(C)(C)C)=O)\N1N=CN=C1 ((E)-1-cyclohexyl-4,4-dimethyl-2-(1,2,4-triazol-1-yl)-1-penten-3-one), Cl.N[C@H](C(O)(C1=CC=CC=C1)C1=CC=CC=C1)CC(C)C ((S)-2-amino-1,1-diphenyl-4-methylpentan-1-ol hydrochloride), Cl (hydrochloric acid). Run in CN(C=O)C (dimethylformamide), ClCCCl (1,2-dichloroethane), ClCCCl (1,2-dichloroethane). Conditions: temperature -20 celsius, time 24 hour. Yields the product C1(CCCCC1)\C=C(/C(C(C)(C)C)O)\N1N=CN=C1 ((-)-(E)-cyclohexyl-4,4-dimethyl-2-(1,2,4-triazol-1-yl)-1-penten-3-ol). Yield: 100.0%. RXN SMILES: Cl.N[C@@H](CC(C)C)C(C1C=CC=CC=1)(C1C=CC=CC=1)O.[BH4-].[Na+].[CH:24]1(/[CH:30]=[C:31](/[N:38]2[CH:42]=[N:41][CH:40]=[N:39]2)\[C:32](=[O:37])[C:33]([CH3:36])([CH3:35])[CH3:34])[CH2:29][CH2:28][CH2:27][CH2:26][CH2:25]1.Cl>ClCCCl.CN(C)C=O>[CH:24]1(/[CH:30]=[C:31](/[N:38]2[CH:42]=[N:41][CH:40]=[N:39]2)\[CH:32]([OH:37])[C:33]([CH3:36])([CH3:35])[CH3:34])[CH2:25][CH2:26][CH2:27][CH2:28][CH2:29]1 |f:0.1,2.3|. Reported procedure: In a nitrogen atmosphere, 0.275 g (0.90 mmole) of (S)-2-amino-1,1-diphenyl-4-methylpentan-1-ol hydrochloride was suspended in 5 ml of 1,2-dichloroethane, and after cooling to -20° C., a solution of 0.034 g (0.90 mmole) of sodium borohydride in 0.5 ml of dimethylformamide was added. The temperature of the suspension was then raised from -20° C. to room temperature over 2 hours. Thereafter, a solution of 157 mg (0.60 mmole) of (E)-1-cyclohexyl-4,4-dimethyl-2-(1,2,4-triazol-1-yl)-1-penten-3-one in ...